This data is from the Open Reaction Database (ORD), a public repository of structured organic reaction records. The task is: describe an organic reaction: reactants, conditions, products, and yield Starting materials: ClC(C(=O)OCC)C#N (ethyl chlorocyanoacetate), C(=O)C=C (acrolein). The reagents and catalysts are CC(=O)[O-].[Na+] (NaOAc). The solvent is CCOC(=O)C (EtOAc). Run at temperature 35 celsius, time 16 hour. The product is ClC(C(=O)OCC)(CCC=O)C#N (Ethyl 2-Chloro-2-cyano-5-oxopentanoate). Isolated yield 77.2%. As a reaction SMILES: [Cl:1][CH:2]([C:8]#[N:9])[C:3]([O:5][CH2:6][CH3:7])=[O:4].[CH:10]([CH:12]=[CH2:13])=[O:11]>CCOC(C)=O.CC([O-])=O.[Na+]>[Cl:1][C:2]([C:8]#[N:9])([CH2:13][CH2:12][CH:10]=[O:11])[C:3]([O:5][CH2:6][CH3:7])=[O:4] |f:3.4|. Procedure: To a suspension of NaOAc (0.492 g, 6 mmol) in 200 mL of EtOAc were added at 5° C., 31.0 g (210 mmol) of ethyl chlorocyanoacetate and acrolein (14 g, 250 mmol). The resulting mixture was stirred at 35° C. for 16 hours, filtered, concentrated and distilled to give 33 g of the title compound (77%). The reactants are O=C(n1ccnc1)n1ccnc1, CS(N)(=O)=O, Cc1ccc(F)cc1C1NC(=O)CC(c2cc(Cl)ccc2OC(C)(C)C(=O)O)C12C(=O)Nc1cc(Cl)ccc12, Cl, [H-], [Na+], CN(C)C=O, O. Product: Cc1ccc(F)cc1C1NC(=O)CC(c2cc(Cl)ccc2OC(C)(C)C(=O)NS(C)(=O)=O)C12C(=O)Nc1cc(Cl)ccc12. As a reaction SMILES: [C:40]([n:41]1[cH:42][cH:43][n:44][cH:45]1)([n:46]1[cH:47][cH:48][n:49][cH:50]1)=[O:51].[CH3:52][S:53](=[O:54])(=[O:55])[NH2:56].[Cl:1][c:2]1[cH:3][cH:4][c:5]2[c:9]([cH:10]1)[NH:8][C:7](=[O:11])[C:6]21[CH:12]([c:32]2[c:33]([CH3:39])[cH:34][cH:35][c:36]([F:38])[cH:37]2)[NH:13][C:14](=[O:31])[CH2:15][CH:16]1[c:17]1[c:18]([O:24][C:25]([CH3:26])([CH3:27])[C:28](=[O:29])[OH:30])[cH:19][cH:20][c:21]([Cl:23])[cH:22]1.[ClH:59].[H-:58].[Na+:57].[O:60]=[CH:61][N:62]([CH3:63])[CH3:64].[OH2:65]>>[Cl:1][c:2]1[cH:3][cH:4][c:5]2[c:9]([cH:10]1)[NH:8][C:7](=[O:11])[C:6]21[CH:12]([c:32]2[c:33]([CH3:39])[cH:34][cH:35][c:36]([F:38])[cH:37]2)[NH:13][C:14](=[O:31])[CH2:15][CH:16]1[c:17]1[c:18]([O:24][C:25]([CH3:26])([CH3:27])[C:28](=[O:29])[NH:56][S:53]([CH3:52])(=[O:54])=[O:55])[cH:19][cH:20][c:21]([Cl:23])[cH:22]1. Starting materials: CNC(=O)C1=C(OC=2N=C3C(=CC12)C(CCCN3S(=O)(=O)C)=C)C3=CC=C(C=C3)F (2-(4-fluoro-phenyl)-9-methanesulfonyl-5-methylene-6,7,8,9-tetrahydro-5H-1-oxa-9,10-diaza-cyclohepta[f]indene-3-carboxylic acid methylamide), CNC(=O)C1=C(OC=2N=C3C(=CC12)C(=CCCN3S(=O)(=O)C)C)C3=CC=C(C=C3)F (2-(4-fluoro-phenyl)-9-methanesulfonyl-5-methyl-8,9-dihydro-7H-1-oxa-9,10-diaza-cyclohepta[f]indene-3-carboxylic acid methylamide), CO (MeOH). Reagents/catalysts: [OH-].[OH-].[Pd+2] (Pd(OH)2). Run in CCOC(=O)C (EtOAc). Conditions: time 1.5 hour. The product is CNC(=O)C1=C(OC=2N=C3C(=CC12)C(CCCN3S(=O)(=O)C)C)C3=CC=C(C=C3)F (2-(4-Fluoro-phenyl)-9-methanesulfonyl-5-methyl-6,7,8,9-tetrahydro-5H-1-oxa-9,10-diaza-cyclohepta[f]indene-3-carboxylic acid methylamide). RXN SMILES: [CH3:1][NH:2][C:3]([C:5]1[C:13]2[CH:12]=[C:11]3[C:14](=[CH2:23])[CH2:15][CH2:16][CH2:17][N:18]([S:19]([CH3:22])(=[O:21])=[O:20])[C:10]3=[N:9][C:8]=2[O:7][C:6]=1[C:24]1[CH:29]=[CH:28][C:27]([F:30])=[CH:26][CH:25]=1)=[O:4].CNC(C1C2C=C3C(C)=CCCN(S(C)(=O)=O)C3=NC=2OC=1C1C=CC(F)=CC=1)=O.CO>[OH-].[OH-].[Pd+2].CCOC(C)=O>[CH3:1][NH:2][C:3]([C:5]1[C:13]2[CH:12]=[C:11]3[CH:14]([CH3:23])[CH2:15][CH2:16][CH2:17][N:18]([S:19]([CH3:22])(=[O:21])=[O:20])[C:10]3=[N:9][C:8]=2[O:7][C:6]=1[C:24]1[CH:29]=[CH:28][C:27]([F:30])=[CH:26][CH:25]=1)=[O:4] |f:3.4.5|. Procedure details: The mixture of 2-(4-fluoro-phenyl)-9-methanesulfonyl-5-methylene-6,7,8,9-tetrahydro-5H-1-oxa-9,10-diaza-cyclohepta[f]indene-3-carboxylic acid methylamide and 2-(4-fluoro-phenyl)-9-methanesulfonyl-5-methyl-8,9-dihydro-7H-1-oxa-9,10-diaza-cyclohepta[f]indene-3-carboxylic acid methylamide (15 mg), Pd(OH)2 (20% on carbon, 4.9 mg), MeOH (0.56 ml) and EtOAc (0.14 ml) was stirred under hydrogen for 1.5 h at rt. The mixture was filtered through a 0.2 μM PTFE syringe filter and concentrated to give the t... Starting materials: ClCCCS(=O)(=O)Cl (3-chloropropylsulfonyl chloride), NC1=CC=CC=C1 (aniline). Run in N1=CC=CC=C1 (pyridine). Conditions: time 45 minute. Yields the product C1(=CC=CC=C1)NS(=O)(=O)CCCCl (N-phenyl-3-chloropropylsulfonamide). Isolated yield 87.5%. RXN SMILES: [Cl:1][CH2:2][CH2:3][CH2:4][S:5](Cl)(=[O:7])=[O:6].[NH2:9][C:10]1[CH:15]=[CH:14][CH:13]=[CH:12][CH:11]=1>N1C=CC=CC=1>[C:10]1([NH:9][S:5]([CH2:4][CH2:3][CH2:2][Cl:1])(=[O:7])=[O:6])[CH:15]=[CH:14][CH:13]=[CH:12][CH:11]=1. Procedure details: 3-Chloropropylsulfonyl chloride 1 (1.456 g,8.23 mmol) was added dropwise to a solution of aniline (0.5 ml, 8.23 mmol) in pyridine (5 ml) with cooling at -20° to -30° C. over about 5 minutes. After the completion of the addition, the reaction mixture was stirred for another 45 minutes at room temperature. The reaction mixture was concentrated in vacuo and the residue was subjected to column chromatography on silica gel. From the fraction eluted with a mixture of ethyl acetate/n-hexane (1:2), 1.68... The reactants are CC(C)(C)C=1C=C(C=C(C1O)C(C)(C)C)SC(C)(C)SC2=CC(=C(C(=C2)C(C)(C)C)O)C(C)(C)C (probucol), C(C)OC1O[C@@H]([C@H](O1)CO)CO (2-ethoxy-1,3-dioxolane-4(R),5(R)-dimethanol). The product is C(C)(C)(C)C1=C(C(=CC(=C1)SC(C)(C)SC1=CC(=C(C(=C1)C(C)(C)C)OC[C@H]1OC(O[C@@H]1CO)OCC)C(C)(C)C)C(C)(C)C)O (2,6-Di-tert-butyl-4-{1-[3,5-di-tert-butyl-4-(2-ethoxy-5(R)-hydroxymethyl-[1,3]dioxolan-4(R)-ylmethoxy)-phenylsulfanyl]-1-methyl-ethylsulfanyl}-phenol). As a reaction SMILES: [CH3:1][C:2]([C:5]1[CH:6]=[C:7]([S:16][C:17]([S:20][C:21]2[CH:26]=[C:25]([C:27]([CH3:30])([CH3:29])[CH3:28])[C:24]([OH:31])=[C:23]([C:32]([CH3:35])([CH3:34])[CH3:33])[CH:22]=2)([CH3:19])[CH3:18])[CH:8]=[C:9]([C:12]([CH3:15])([CH3:14])[CH3:13])[C:10]=1[OH:11])([CH3:4])[CH3:3].[CH2:36]([O:38][CH:39]1[O:43][C@H:42]([CH2:44]O)[C@@H:41]([CH2:46][OH:47])[O:40]1)[CH3:37]>>[C:12]([C:9]1[CH:8]=[C:7]([S:16][C:17]([S:20][C:21]2[CH:22]=[C:23]([C:32]([CH3:35])([CH3:34])[CH3:33])[C:24]([O:31][CH2:44][C@@H:42]3[C@@H:41]([CH2:46][OH:47])[O:40][CH:39]([O:38][CH2:36][CH3:37])[O:43]3)=[C:25]([C:27]([CH3:30])([CH3:29])[CH3:28])[CH:26]=2)([CH3:18])[CH3:19])[CH:6]=[C:5]([C:2]([CH3:1])([CH3:3])[CH3:4])[C:10]=1[OH:11])([CH3:13])([CH3:14])[CH3:15]. Procedure: The title compound was prepared using the same procedure as described in Ex-1A starting from probucol and 2-ethoxy-1,3-dioxolane-4(R),5(R)-dimethanol as a white solid (10.3 g, 35%), mp 60–62° C. 1H-NMR (300 MHz, CDCl3) δ 7.56 (s, 2H), 7.44 (s, 2H), 5.89 (s, 1H), 5.36 (s, 1H), 4.75–4.78 (m, 1H), 4.19–4.24 (m, 2H), 3.92–3.99 (m, 2H), 3.84 (dd, 1H, J=10.0, 4.2 Hz), 3.60–3.74 (m, 2H), 2.79 (dd, 1H, J=9.1, 3.3 Hz). 1.43–1.45 (m, 42H), 1.28 (t, 3H, J=7.2 Hz). HRMS (ESI) calcd for C38H60O6S2 (M+Na), 69... Reactants: NC1=CC=C(C=C1)C1=CN=C(S1)C1(CCC1)OCC(=O)OC (Methyl 2-(1-(5-(4-aminophenyl)thiazol-2-yl)cyclobutoxy)acetate), C(C1=CC=CC=C1)(=O)O (benzoic acid), Cl.C(C)N=C=NCCCN(C)C (1-ethyl-3-[3-(dimethylamino)propyl]-carbodiimide hydrochloride), O.ON1N=NC2=C1C=CC=C2 (1-hydroxybenzotriazole hydrate), CN1CCOCC1 (N-methylmorpholine), [OH-].[Na+] (NaOH). The solvent is C(C)(=O)OCC (ethyl acetate), O (H2O), CN(C=O)C (N,N-dimethylformamide). Run at time 16 hour. Yields the product C(C1=CC=CC=C1)(=O)NC1=CC=C(C=C1)C1=CN=C(S1)C1(CCC1)OCC(=O)O ([(1-{5-[4-(benzoylamino)phenyl]-1,3-thiazol-2-yl}cyclobutyl)oxy]acetic acid). RXN SMILES: [NH2:1][C:2]1[CH:7]=[CH:6][C:5]([C:8]2[S:12][C:11]([C:13]3([O:17][CH2:18][C:19]([O:21]C)=[O:20])[CH2:16][CH2:15][CH2:14]3)=[N:10][CH:9]=2)=[CH:4][CH:3]=1.[C:23](O)(=[O:30])[C:24]1[CH:29]=[CH:28][CH:27]=[CH:26][CH:25]=1.Cl.C(N=C=NCCCN(C)C)C.O.ON1C2C=CC=CC=2N=N1.CN1CCOCC1.[OH-].[Na+]>C(OCC)(=O)C.O.CN(C)C=O>[C:23]([NH:1][C:2]1[CH:3]=[CH:4][C:5]([C:8]2[S:12][C:11]([C:13]3([O:17][CH2:18][C:19]([OH:21])=[O:20])[CH2:14][CH2:15][CH2:16]3)=[N:10][CH:9]=2)=[CH:6][CH:7]=1)(=[O:30])[C:24]1[CH:29]=[CH:28][CH:27]=[CH:26][CH:25]=1 |f:2.3,4.5,7.8|. Reported procedure: A N,N-dimethylformamide (1 mL) solution of Example 24B (0.025 g, 0.079 mmol), benzoic acid (0.011 g, 0.087 mmol), 1-ethyl-3-[3-(dimethylamino)propyl]-carbodiimide hydrochloride (0.015 g, 0.079 mmol), 1-hydroxybenzotriazole hydrate (0.011 g, 0.079 mmol), and N-methylmorpholine (0.345 mL, 0.314 mmol) was heated to 55° C. for 16 h. The solution was cooled to room temperature and diluted with ethyl acetate (2 mL) and H2O (2 mL). The layers were separated, and the organic was washed with brine (1×1 m... Run at time 8 hour. Run in CO (MeOH). Isolated yield 5.7%. The product is ClC1=CN=C(S1)C1=CC(=C(C=C1)C1=NC=CC2=CC(=CC=C12)S(=O)(=O)NC1=NC=NC=C1)OC (1-(4-(5-chlorothiazol-2-yl)-2-methoxyphenyl)-N-(pyrimidin-4-yl)isoquinoline-6-sulfonamide). Starting materials: COC1=C(C=CC(=C1)C=1SC=CN1)C1=NC=CC2=CC(=CC=C12)S(=O)(=O)NC1=NC=NC=C1 (1-(2-methoxy-4-(thiazol-2-yl)phenyl)-N-(pyrimidin-4-yl)isoquinoline-6-sulfonamide), ClN1C(=O)N(C(=O)C1(C)C)Cl (1,3-dichloro-5,5-dimethylhydantoin). Procedure details: A solution of 1-(2-methoxy-4-(thiazol-2-yl)phenyl)-N-(pyrimidin-4-yl)isoquinoline-6-sulfonamide (0.100 g, 0.210 mmol) in 2 mL MeOH was treated with 1,3-dichloro-5,5-dimethylhydantoin (0.028 ml, 0.210 mmol) and was allowed to stir overnight at room temperature then was heated to reflux for two hours. LC/MS showed product, so the reaction mixture was concentrated. Purification of the crude residue by reverse phase column chromatography [Puriflash C18 30μ, 10-100% (0.1% NH4OH in MeOH)/(0.1% NH4OH i... Reaction SMILES: [CH3:1][O:2][C:3]1[CH:8]=[C:7]([C:9]2[S:10][CH:11]=[CH:12][N:13]=2)[CH:6]=[CH:5][C:4]=1[C:14]1[C:23]2[C:18](=[CH:19][C:20]([S:24]([NH:27][C:28]3[CH:33]=[CH:32][N:31]=[CH:30][N:29]=3)(=[O:26])=[O:25])=[CH:21][CH:22]=2)[CH:17]=[CH:16][N:15]=1.[Cl:34]N1C(C)(C)C(=O)N(Cl)C1=O>CO>[Cl:34][C:11]1[S:10][C:9]([C:7]2[CH:6]=[CH:5][C:4]([C:14]3[C:23]4[C:18](=[CH:19][C:20]([S:24]([NH:27][C:28]5[CH:33]=[CH:32][N:31]=[CH:30][N:29]=5)(=[O:26])=[O:25])=[CH:21][CH:22]=4)[CH:17]=[CH:16][N:15]=3)=[C:3]([O:2][CH3:1])[CH:8]=2)=[N:13][CH:12]=1.